Dataset: the Open Reaction Database (ORD), a public repository of structured organic reaction records. Task: describe an organic reaction: reactants, conditions, products, and yield Starting materials: CCOC(=O)C(Br)C(C)C, O=C1NCCN1Cc1ccc(OCc2ccccc2)cc1, CN(C)C=O, [H-], [Na+], O. Yields the product CCOC(=O)C(C(C)C)N1CCN(Cc2ccc(OCc3ccccc3)cc2)C1=O. RXN SMILES: [Br:24][CH:25]([C:26](=[O:27])[O:28][CH2:29][CH3:30])[CH:31]([CH3:32])[CH3:33].[CH2:1]([c:2]1[cH:3][cH:4][cH:5][cH:6][cH:7]1)[O:8][c:9]1[cH:10][cH:11][c:12]([CH2:13][N:14]2[C:15](=[O:19])[NH:16][CH2:17][CH2:18]2)[cH:20][cH:21]1.[CH3:35][N:36]([CH3:37])[CH:38]=[O:39].[H-:23].[Na+:22].[OH2:34]>>[CH2:1]([c:2]1[cH:3][cH:4][cH:5][cH:6][cH:7]1)[O:8][c:9]1[cH:10][cH:11][c:12]([CH2:13][N:14]2[C:15](=[O:19])[N:16]([CH:25]([C:26](=[O:27])[O:28][CH2:29][CH3:30])[CH:31]([CH3:32])[CH3:33])[CH2:17][CH2:18]2)[cH:20][cH:21]1. Starting materials: [BH4-], CCOC(=O)C(Cc1ccc(OC(C)(C)C)cc1)C(=O)c1cccc(Cl)c1, CCOCC, [Cl-], [Cl-], Cl, [Na+], O, [Zn+2]. Product: CCOC(=O)C(Cc1ccc(OC(C)(C)C)cc1)C(O)c1cccc(Cl)c1. RXN SMILES: [BH4-:1].[C:3]([CH3:4])([CH3:5])([CH3:6])[O:7][c:8]1[cH:9][cH:10][c:11]([CH2:12][CH:13]([C:14](=[O:15])[O:16][CH2:17][CH3:18])[C:19](=[O:20])[c:21]2[cH:22][c:23]([Cl:27])[cH:24][cH:25][cH:26]2)[cH:28][cH:29]1.[CH3:32][CH2:33][O:34][CH2:35][CH3:36].[Cl-:37].[Cl-:39].[ClH:30].[Na+:2].[OH2:31].[Zn+2:38]>>[C:3]([CH3:4])([CH3:5])([CH3:6])[O:7][c:8]1[cH:9][cH:10][c:11]([CH2:12][CH:13]([C:14](=[O:15])[O:16][CH2:17][CH3:18])[CH:19]([OH:20])[c:21]2[cH:22][c:23]([Cl:27])[cH:24][cH:25][cH:26]2)[cH:28][cH:29]1.